The task is: describe an organic reaction: reactants, conditions, products, and yield. This data is from the Open Reaction Database (ORD), a public repository of structured organic reaction records. RXN SMILES: [CH3:21][NH:22][O:23][CH3:24].[CH3:2][O:3][c:4]1[c:5](=[O:19])[c:6]([C:16](=[O:17])[OH:18])[n:7][n:8](-[c:10]2[cH:11][n:12][cH:13][cH:14][cH:15]2)[cH:9]1.[CH3:52][CH2:53][O:54][C:55]([CH3:56])=[O:57].[ClH:1].[ClH:20].[F:25][B-:26]([F:27])([F:28])[F:29].[O:47]=[CH:48][N:49]([CH3:50])[CH3:51].[n:30]1([O:31][C:32]([N:33]([CH3:34])[CH3:35])=[N+:36]([CH3:37])[CH3:38])[c:39]2[cH:40][cH:41][cH:42][cH:43][c:44]2[n:45][n:46]1>>[CH3:2][O:3][c:4]1[c:5](=[O:19])[c:6]([C:16](=[O:18])[N:22]([CH3:21])[O:23][CH3:24])[n:7][n:8](-[c:10]2[cH:11][n:12][cH:13][cH:14][cH:15]2)[cH:9]1. The product is COc1cn(-c2cccnc2)nc(C(=O)N(C)OC)c1=O. Starting materials: CNOC, COc1cn(-c2cccnc2)nc(C(=O)O)c1=O, CCOC(C)=O, Cl, Cl, F[B-](F)(F)F, CN(C)C=O, CN(C)C(On1nnc2ccccc21)=[N+](C)C. The reactants are C1(CCCCC1)=CC(C(C(C)(C)C)O)N1N=CN=C1 (1-cyclohexylidene-4,4-dimethyl-2-(1,2,4-triazol-1-yl)-pentan-3-ol), [H-].[Na+] (sodium hydride), CO (methanol), ClC1=C(CCl)C=CC=C1 (2-chlorobenzyl chloride). Solvent: O1CCOCC1 (dioxane), O1CCOCC1 (dioxane). Run at temperature 65 celsius. Product: C1(CCCCC1)=CC(C(C(C)(C)C)OCC1=C(C=CC=C1)Cl)N1N=CN=C1 (1-cyclohexylidene-3-(2-chlorobenzyloxy)-4,4-dimethyl-2-(1,2,4-triazol-1-yl)-pentane). Isolated yield 61.0%. As a reaction SMILES: [C:1]1(=[CH:7][CH:8]([N:15]2[CH:19]=[N:18][CH:17]=[N:16]2)[CH:9]([OH:14])[C:10]([CH3:13])([CH3:12])[CH3:11])[CH2:6][CH2:5][CH2:4][CH2:3][CH2:2]1.[H-].[Na+].[Cl:22][C:23]1[CH:30]=[CH:29][CH:28]=[CH:27][C:24]=1[CH2:25]Cl.CO>O1CCOCC1>[C:1]1(=[CH:7][CH:8]([N:15]2[CH:19]=[N:18][CH:17]=[N:16]2)[CH:9]([O:14][CH2:25][C:24]2[CH:27]=[CH:28][CH:29]=[CH:30][C:23]=2[Cl:22])[C:10]([CH3:13])([CH3:12])[CH3:11])[CH2:2][CH2:3][CH2:4][CH2:5][CH2:6]1 |f:1.2|. Reported procedure: A solution of 13.1 g (0.15 mol) of 1-cyclohexylidene-4,4-dimethyl-2-(1,2,4-triazol-1-yl)-pentan-3-ol (Example 2) in 50 ml of dioxane was added dropwise to a suspension of 2.0 g of 80% strength sodium hydride in 50 ml of dioxane and the mixture was then warmed to 65° C. for 45 minutes. After cooling, 10.0 g (0.06 mol) of 2-chlorobenzyl chloride were added dropwise and the mixture was heated under reflux overnight. 5 ml of methanol were then added and the reaction was concentrated. The residue was... The reactants are ClC(Cl)(Cl)Cl, C=CCCCC(O)C=C. The product is C=CCCCC(=O)C=C. As a reaction SMILES: [C:10]([Cl:11])([Cl:12])([Cl:13])[Cl:14].[CH2:1]=[CH:2][CH:3]([CH2:4][CH2:5][CH2:6][CH:7]=[CH2:8])[OH:9]>>[CH2:1]=[CH:2][C:3]([CH2:4][CH2:5][CH2:6][CH:7]=[CH2:8])=[O:9].